From a dataset of the Open Reaction Database (ORD), a public repository of structured organic reaction records. describe an organic reaction: reactants, conditions, products, and yield Starting materials: [BH4-], CCOCNc1ncccc1C(=O)NCc1ccc(Oc2ccccc2)s1, CS(C)=O, [Na+], O. The product is CNc1ncccc1C(=O)NCc1ccc(Oc2ccccc2)s1. Reaction SMILES: [BH4-:28].[CH2:1]([O:2][CH2:4][NH:5][c:6]1[c:7]([C:8](=[O:9])[NH:10][CH2:11][c:12]2[s:13][c:14]([O:17][c:18]3[cH:19][cH:20][cH:21][cH:22][cH:23]3)[cH:15][cH:16]2)[cH:24][cH:25][cH:26][n:27]1)[CH3:3].[CH3:31][S:32]([CH3:33])=[O:34].[Na+:29].[OH2:30]>>[CH3:4][NH:5][c:6]1[c:7]([C:8](=[O:9])[NH:10][CH2:11][c:12]2[s:13][c:14]([O:17][c:18]3[cH:19][cH:20][cH:21][cH:22][cH:23]3)[cH:15][cH:16]2)[cH:24][cH:25][cH:26][n:27]1. The reactants are C=O, CNCCc1cn(CCc2ccc(C)nc2)c2ccc(C)cc12, CC#N, O=C(O)C(F)(F)F. Product: Cc1ccc2c(c1)c1c(n2CCc2ccc(C)nc2)CN(C)CC1. RXN SMILES: [CH2:31]=[O:32].[CH3:1][NH:2][CH2:3][CH2:4][c:5]1[cH:6][n:7]([CH2:15][CH2:16][c:17]2[cH:18][n:19][c:20]([CH3:23])[cH:21][cH:22]2)[c:8]2[cH:9][cH:10][c:11]([CH3:14])[cH:12][c:13]12.[CH3:33][C:34]#[N:35].[F:24][C:25]([F:26])([F:27])[C:28]([OH:29])=[O:30]>>[CH3:1][N:2]1[CH2:3][CH2:4][c:5]2[c:6]([n:7]([CH2:15][CH2:16][c:17]3[cH:18][n:19][c:20]([CH3:23])[cH:21][cH:22]3)[c:8]3[cH:9][cH:10][c:11]([CH3:14])[cH:12][c:13]23)[CH2:25]1. Reactants: chromic anhydride, C(C1=CC=CC=C1)OC=1C=C(C=CC1OCC1=CC=CC=C1)CC(CCCCCCCCC)O (3,4-dibenzyloxyphenyl-2-undecanol), N1=CC=CC=C1 (pyridine). The solvent is C(Cl)Cl (methylene chloride), C(Cl)Cl (methylene chloride). Run at time 10 minute. Product: C(C1=CC=CC=C1)OC=1C=C(C=CC1OCC1=CC=CC=C1)CC(CCCCCCCCC)=O (1-(3,4-dibenzyloxyphenyl)-2-undecanone). The yield is 89.3%. RXN SMILES: N1C=CC=CC=1.[CH2:7]([O:14][C:15]1[CH:16]=[C:17]([CH2:29][CH:30]([OH:40])[CH2:31][CH2:32][CH2:33][CH2:34][CH2:35][CH2:36][CH2:37][CH2:38][CH3:39])[CH:18]=[CH:19][C:20]=1[O:21][CH2:22][C:23]1[CH:28]=[CH:27][CH:26]=[CH:25][CH:24]=1)[C:8]1[CH:13]=[CH:12][CH:11]=[CH:10][CH:9]=1>C(Cl)Cl>[CH2:7]([O:14][C:15]1[CH:16]=[C:17]([CH2:29][C:30](=[O:40])[CH2:31][CH2:32][CH2:33][CH2:34][CH2:35][CH2:36][CH2:37][CH2:38][CH3:39])[CH:18]=[CH:19][C:20]=1[O:21][CH2:22][C:23]1[CH:28]=[CH:27][CH:26]=[CH:25][CH:24]=1)[C:8]1[CH:9]=[CH:10][CH:11]=[CH:12][CH:13]=1. Procedure details: To a mixture of 15 ml of methylene chloride and 1.2 ml of pyridine was gradually added 2 g of chromic anhydride under cooling to 0° C. to -5° C. and after stirring the mixture for 10 minutes at 0° to -3° C., a solution of 0.9 g of 3,4-dibenzyloxyphenyl-2-undecanol in 3 ml of methylene chloride was added to the mixture. After further stirring the mixture for 20 minutes at 0° to 10° C., the supernatent methylene chloride solution was concentrated under reduced pressure. The residue was applied to ...